Dataset: the Open Reaction Database (ORD), a public repository of structured organic reaction records. Task: describe an organic reaction: reactants, conditions, products, and yield Reactants: CCOC(=O)CNCCNS(=O)(=O)c1nc2ccccc2s1, C(=NC1CCCCC1)=NC1CCCCC1, CCN(C(C)C)C(C)C, CN(C)C=O, On1nnc2ccccc21, Cc1cn(CC(=O)O)c(=O)[nH]c1=O. The product is CCOC(=O)CN(CCNS(=O)(=O)c1nc2ccccc2s1)C(=O)Cn1cc(C)c(=O)[nH]c1=O. RXN SMILES: [CH2:1]([CH3:2])[O:3][C:4]([CH2:5][NH:6][CH2:7][CH2:8][NH:9][S:10](=[O:11])(=[O:12])[c:13]1[s:14][c:15]2[c:16]([n:17]1)[cH:18][cH:19][cH:20][cH:21]2)=[O:22].[CH:46]1([N:47]=[C:48]=[N:49][CH:50]2[CH2:51][CH2:52][CH2:53][CH2:54][CH2:55]2)[CH2:56][CH2:57][CH2:58][CH2:59][CH2:60]1.[CH:61]([N:62]([CH2:63][CH3:64])[CH:65]([CH3:66])[CH3:67])([CH3:68])[CH3:69].[O:70]=[CH:71][N:72]([CH3:73])[CH3:74].[OH:36][n:37]1[c:38]2[c:39]([cH:40][cH:41][cH:42][cH:43]2)[n:44][n:45]1.[n:23]1([CH2:32][C:33](=[O:34])[OH:35])[c:24](=[O:25])[nH:26][c:27](=[O:28])[c:29]([CH3:30])[cH:31]1>>[CH2:1]([CH3:2])[O:3][C:4]([CH2:5][N:6]([CH2:7][CH2:8][NH:9][S:10](=[O:11])(=[O:12])[c:13]1[s:14][c:15]2[c:16]([n:17]1)[cH:18][cH:19][cH:20][cH:21]2)[C:33]([CH2:32][n:23]1[c:24](=[O:25])[nH:26][c:27](=[O:28])[c:29]([CH3:30])[cH:31]1)=[O:34])=[O:22].